The task is: describe an organic reaction: reactants, conditions, products, and yield. This data is from the Open Reaction Database (ORD), a public repository of structured organic reaction records. Reactants: C(C1=CC=CC=C1)OC1=CC=C(OC2=C(C=C(C(=O)Cl)C=C2)NC=2C3=C(N=CN2)N=C(C=C3)C(C)C)C=C1 (4-(4-Benzyloxy-phenoxy)-3-(7-isopropyl-pyrido[2,3-d]pyrimidin-4-ylamino)-benzoyl chloride), COC=1C=C(C=CC1)N (3-Methoxy-phenylamine). Yields the product C(C1=CC=CC=C1)OC1=CC=C(OC2=C(C=C(C(=O)NC3=CC(=CC=C3)OC)C=C2)NC=2C3=C(N=CN2)N=C(C=C3)C(C)C)C=C1 (4-(4-Benzyloxy-phenoxy)-3-(7-isopropyl-pyrido[2,3-d]pyrimidin-4-ylamino)-N-(3-methoxy-phenyl)-benzamide). Reaction SMILES: [CH2:1]([O:8][C:9]1[CH:38]=[CH:37][C:12]([O:13][C:14]2[CH:22]=[CH:21][C:17]([C:18](Cl)=[O:19])=[CH:16][C:15]=2[NH:23][C:24]2[C:25]3[CH:33]=[CH:32][C:31]([CH:34]([CH3:36])[CH3:35])=[N:30][C:26]=3[N:27]=[CH:28][N:29]=2)=[CH:11][CH:10]=1)[C:2]1[CH:7]=[CH:6][CH:5]=[CH:4][CH:3]=1.[CH3:39][O:40][C:41]1[CH:42]=[C:43]([NH2:47])[CH:44]=[CH:45][CH:46]=1>>[CH2:1]([O:8][C:9]1[CH:38]=[CH:37][C:12]([O:13][C:14]2[CH:22]=[CH:21][C:17]([C:18]([NH:47][C:43]3[CH:44]=[CH:45][CH:46]=[C:41]([O:40][CH3:39])[CH:42]=3)=[O:19])=[CH:16][C:15]=2[NH:23][C:24]2[C:25]3[CH:33]=[CH:32][C:31]([CH:34]([CH3:36])[CH3:35])=[N:30][C:26]=3[N:27]=[CH:28][N:29]=2)=[CH:11][CH:10]=1)[C:2]1[CH:7]=[CH:6][CH:5]=[CH:4][CH:3]=1. Procedure details: A solution of the product from Example 43D and 3-Methoxy-phenylamine was reacted to provide 4-(4-Benzyloxy-phenoxy)-3-(7-isopropyl-pyrido[2,3-d]pyrimidin-4-ylamino)-N-(3-methoxy-phenyl)-benzamide using the procedure from Example 43E. The material was then deprotected using the procedure from Example 43F to provide the crude title compound which was purified by column chromatography on silica gel using methanol/dichloromethane as eluent to provide the title product (12 mg, 40%). 1H NMR (300 MHz, ... Yields the product Cc1nc(OC(C)C)cc(OC(C)C)c1C(=O)O. The reactants are CCOC(=O)c1c(OC(C)C)cc(OC(C)C)nc1C, CO, [Na+], [OH-], O. RXN SMILES: [CH2:1]([CH3:2])[O:3][C:4]([c:5]1[c:6]([CH3:19])[n:7][c:8]([O:15][CH:16]([CH3:17])[CH3:18])[cH:9][c:10]1[O:11][CH:12]([CH3:13])[CH3:14])=[O:20].[CH3:23][OH:24].[Na+:22].[OH-:21].[OH2:25]>>[O:3]=[C:4]([c:5]1[c:6]([CH3:19])[n:7][c:8]([O:15][CH:16]([CH3:17])[CH3:18])[cH:9][c:10]1[O:11][CH:12]([CH3:13])[CH3:14])[OH:20].